Dataset: the Open Reaction Database (ORD), a public repository of structured organic reaction records. Task: describe an organic reaction: reactants, conditions, products, and yield The reactants are C=CCCCCCCO, COc1ccc(CCl)cc1, [H-], [Na+], CN(C)C=O. Yields the product C=CCCCCCCOCc1ccc(OC)cc1. As a reaction SMILES: [CH2:1]([CH2:2][CH2:3][CH2:4][CH2:5][CH2:6][CH:7]=[CH2:8])[OH:9].[CH3:12][O:13][c:14]1[cH:15][cH:16][c:17]([CH2:18][Cl:19])[cH:20][cH:21]1.[H-:10].[Na+:11].[O:22]=[CH:23][N:24]([CH3:25])[CH3:26]>>[CH2:1]([CH2:2][CH2:3][CH2:4][CH2:5][CH2:6][CH:7]=[CH2:8])[O:9][CH2:18][c:17]1[cH:16][cH:15][c:14]([O:13][CH3:12])[cH:21][cH:20]1. Starting materials: B(O)(O)O (orthoboric acid), B(O)(O)O (boric acid), COC1=C(C=CC=C1)O (o-methoxyphenol). The product is COC1=CC=C(C=C1)O (p-methoxyphenol). Reaction SMILES: B(O)(O)[OH:2].[CH3:5][O:6][C:7]1[CH:12]=[CH:11][CH:10]=[CH:9][C:8]=1O>>[CH3:5][O:6][C:7]1[CH:12]=[CH:11][C:10]([OH:2])=[CH:9][CH:8]=1. Procedure: The reaction was carried out in the same manner as in Example 4 except that orthoboric acid was replaced by 1.2 g. of anhydrous boric acid and 2.60 g. (21.0 m.moles) of o-methoxyphenol and 1.74 g. (14.0 m.moles) of p-methoxyphenol were obtained. The yield of these hydroxyphenyl ethers was 49.4 %. The reactants are solution, FC(C(=O)O)(F)F (trifluoroacetic acid), N(=[N+]=[N-])C1=C(COC(=O)NCCC[C@H](C(=O)O[C@@H]2[C@@H](O[C@H]([C@@H]2O)N2C3=NC=NC(=C3N=C2)N)COP(=O)(O)O[C@@H]2[C@H](O[C@H](C2)N2C(N=C(C=C2)N)=O)COP(=O)(O)O)NC(=O)OC(C)(C)C)C=CC=C1 ((2S)-(2R,3S,4R,5R)-2-((((((2R,35,5R)-5-(4-amino-2-oxopyrimidin-1(2H)-yl)-2-((phosphonooxy)methyl)tetrahydrofuran-3-yl)oxy)(hydroxy)phosphoryl)oxy)methyl)-5-(6-amino-9H-purin-9-yl)-4-hydroxytetrahydrofuran-3-yl 5-((((2-azidobenzyl)oxy)carbonyl)amino)-2-((tert-butoxycarbonyl)amino)pentanoate). The solvent is ClCCl (dichloromethane), ClCCl (dichloromethane). Run at time 45 minute. Yields the product N[C@@H](C(=O)O[C@@H]1[C@@H](O[C@H]([C@@H]1O)N1C2=NC=NC(=C2N=C1)N)COP(=O)(O)O[C@@H]1[C@H](O[C@H](C1)N1C(N=C(C=C1)N)=O)COP(=O)(O)O)CCCNC(=O)OCC1=C(C=CC=C1)N=[N+]=[N-] ((2S)-(2R,3S,4R,5R)-2-((((((2R,3S,5R)-5-(4-amino-2-oxopyrimidin-1(2H)-yl)-2-((phosphonooxy)methyl)tetrahydrofuran-3-yl)oxy)(hydroxy)phosphoryl)oxy)methyl)-5-(6-amino-9H-purin-9-yl)-4-hydroxytetrahydrofuran-3-yl 2-amino-5-((((2-azidobenzyl)oxy)carbonyl)amino)pentanoate). Isolated yield 92.0%. Reaction SMILES: FC(F)(F)C(O)=O.[N:8]([C:11]1[CH:77]=[CH:76][CH:75]=[CH:74][C:12]=1[CH2:13][O:14][C:15]([NH:17][CH2:18][CH2:19][CH2:20][C@@H:21]([NH:66]C(OC(C)(C)C)=O)[C:22]([O:24][C@H:25]1[C@@H:29]([OH:30])[C@H:28]([N:31]2[CH:39]=[N:38][C:37]3[C:32]2=[N:33][CH:34]=[N:35][C:36]=3[NH2:40])[O:27][C@H:26]1[CH2:41][O:42][P:43]([O:46][C@H:47]1[CH2:51][C@H:50]([N:52]2[CH:57]=[CH:56][C:55]([NH2:58])=[N:54][C:53]2=[O:59])[O:49][C@@H:48]1[CH2:60][O:61][P:62]([OH:65])([OH:64])=[O:63])([OH:45])=[O:44])=[O:23])=[O:16])=[N+:9]=[N-:10]>ClCCl>[NH2:66][C@H:21]([CH2:20][CH2:19][CH2:18][NH:17][C:15]([O:14][CH2:13][C:12]1[CH:74]=[CH:75][CH:76]=[CH:77][C:11]=1[N:8]=[N+:9]=[N-:10])=[O:16])[C:22]([O:24][C@H:25]1[C@@H:29]([OH:30])[C@H:28]([N:31]2[CH:39]=[N:38][C:37]3[C:32]2=[N:33][CH:34]=[N:35][C:36]=3[NH2:40])[O:27][C@H:26]1[CH2:41][O:42][P:43]([O:46][C@H:47]1[CH2:51][C@H:50]([N:52]2[CH:57]=[CH:56][C:55]([NH2:58])=[N:54][C:53]2=[O:59])[O:49][C@@H:48]1[CH2:60][O:61][P:62]([OH:65])([OH:64])=[O:63])([OH:45])=[O:44])=[O:23]. Procedure details: A 10% solution of trifluoroacetic acid in dichloromethane (0.45 mL) was added to a solution of (2S)-(2R,3S,4R,5R)-2-((((((2R,35,5R)-5-(4-amino-2-oxopyrimidin-1(2H)-yl)-2-((phosphonooxy)methyl)tetrahydrofuran-3-yl)oxy)(hydroxy)phosphoryl)oxy)methyl)-5-(6-amino-9H-purin-9-yl)-4-hydroxytetrahydrofuran-3-yl 5-((((2-azidobenzyl)oxy)carbonyl)amino)-2-((tert-butoxycarbonyl)amino)pentanoate (Compound tk63) (51 mg, 0.050 mmol) in dichloromethane (0.45 mL), and the mixture was stirred at room temperature ... Starting materials: BrCC1=CC2=C(C=CO2)C=C1 (6-bromomethylbenzofuran), [C-]#N.[Na+] (sodium cyanide), O (water). The reagents and catalysts are [Br-].C(CCC)[N+](CCCC)(CCCC)CCCC (tetrabutylammonium bromide). Solvent: ClCCl (dichloromethane). Reaction conditions: time 18 hour. Yields the product O1C=CC2=C1C=C(C=C2)CC#N (benzofuran-6-acetonitrile). Yield: 93.8%. Reaction SMILES: Br[CH2:2][C:3]1[CH:11]=[CH:10][C:6]2[CH:7]=[CH:8][O:9][C:5]=2[CH:4]=1.[C-:12]#[N:13].[Na+].O>[Br-].C([N+](CCCC)(CCCC)CCCC)CCC.ClCCl>[O:9]1[C:5]2[CH:4]=[C:3]([CH2:2][C:12]#[N:13])[CH:11]=[CH:10][C:6]=2[CH:7]=[CH:8]1 |f:1.2,4.5|. Procedure: A mixture of 6-bromomethylbenzofuran (4.38 g, 0.021 mol), sodium cyanide (2.0 g, 0.041 mol), tetrabutylammonium bromide (0.42 g, 0.0013 mol), water (15 cm3) and dichloromethane (15 cm3) was stirred vigorously for 18 hr. The mixture was separated and the organic layer was washed with water, dried (Na2SO4), filtered and the solvent was removed. The residue was extracted with petroleum ether (b.p. 60°-80° C.), and the solvent was removed to give benzofuran-6-acetonitrile (3.09 g, 0.0197 mol), 93.7%...